Dataset: the Open Reaction Database (ORD), a public repository of structured organic reaction records. Task: describe an organic reaction: reactants, conditions, products, and yield Reactants: O=[N+]([O-])c1ccc(-c2ncnn2-c2ccc(Br)cc2)cc1, CC(C)=O, O. Yields the product Nc1ccc(-c2ncnn2-c2ccc(Br)cc2)cc1. As a reaction SMILES: [Br:1][c:2]1[cH:3][cH:4][c:5](-[n:8]2[n:9][cH:10][n:11][c:12]2-[c:13]2[cH:14][cH:15][c:16]([N+:19]([O-:20])=[O:21])[cH:17][cH:18]2)[cH:6][cH:7]1.[CH3:23][C:24](=[O:25])[CH3:26].[OH2:22]>>[Br:1][c:2]1[cH:3][cH:4][c:5](-[n:8]2[n:9][cH:10][n:11][c:12]2-[c:13]2[cH:14][cH:15][c:16]([NH2:19])[cH:17][cH:18]2)[cH:6][cH:7]1. Starting materials: C(C)(C)(C)OC(=O)N1CCC(CC1)C1=NC=NC2=CC(=C(C=C12)OC)N1CCOCC1 (4-(6-methoxy-7-morpholin-4-yl-quinazolin-4-yl)-piperidine-1-carboxylic acid tert-butyl ester), Cl.[N+](=O)([O-])C1=CC=C(C=C1)OC(NC1=CC=C(C=C1)N1CCCC1)=O ((4-pyrrolidin-1-yl-phenyl)-carbamic acid 4-nitro-phenyl ester hydrochloride). The product is N1(CCCC1)C1=CC=C(C=C1)NC(=O)N1CCC(CC1)C1=NC=NC2=CC(=C(C=C12)OC)N1CCOCC1 (4-(6-Methoxy-7-morpholin-4-yl-quinazolin-4-yl)-piperidine-1-carboxylic acid (4-pyrrolidin-1-yl-phenyl)-amide). As a reaction SMILES: C([O:5][C:6]([N:8]1[CH2:13][CH2:12][CH:11]([C:14]2[C:23]3[C:18](=[CH:19][C:20]([N:26]4[CH2:31][CH2:30][O:29][CH2:28][CH2:27]4)=[C:21]([O:24][CH3:25])[CH:22]=3)[N:17]=[CH:16][N:15]=2)[CH2:10][CH2:9]1)=O)(C)(C)C.Cl.[N+](C1C=CC(OC(=O)[NH:44][C:45]2[CH:50]=[CH:49][C:48]([N:51]3[CH2:55][CH2:54][CH2:53][CH2:52]3)=[CH:47][CH:46]=2)=CC=1)([O-])=O>>[N:51]1([C:48]2[CH:49]=[CH:50][C:45]([NH:44][C:6]([N:8]3[CH2:13][CH2:12][CH:11]([C:14]4[C:23]5[C:18](=[CH:19][C:20]([N:26]6[CH2:27][CH2:28][O:29][CH2:30][CH2:31]6)=[C:21]([O:24][CH3:25])[CH:22]=5)[N:17]=[CH:16][N:15]=4)[CH2:10][CH2:9]3)=[O:5])=[CH:46][CH:47]=2)[CH2:52][CH2:53][CH2:54][CH2:55]1 |f:1.2|. Procedure: The title compound was prepared from 4-(6-methoxy-7-morpholin-4-yl-quinazolin-4-yl)-piperidine-1-carboxylic acid tert-butyl ester, prepared as described in Example 211a, and (4-pyrrolidin-1-yl-phenyl)-carbamic acid 4-nitro-phenyl ester hydrochloride, prepared as described in Example 74a, using essentially the protocol given for Example 170c. 1H-NMR (400 MHz, CDCl3) δ 9.07 (s, 1H), 7.37 (s, 1H), 7.25 (s, 1H), 7.19 (m, 2H), 6.53 (m, 2H), 6.21 (s, 1H), 4.26 (m, 2H), 4.05 (s, 3H), 3.94 (m, 4H), 3.57... Starting materials: CC[SiH](CC)CC, C#CCNC(=O)c1ccccc1Nc1ccc2c(C(=O)NC)nn(C3CCCCO3)c2c1, Cc1ccccc1, ClCCl, O=C([O-])C(F)(F)F. Product: C#CCNC(=O)c1ccccc1Nc1ccc2c(C(=O)NC)n[nH]c2c1. Reaction SMILES: [CH2:43]([SiH:44]([CH2:45][CH3:46])[CH2:47][CH3:48])[CH3:49].[CH3:1][NH:2][C:3](=[O:4])[c:5]1[n:6][n:7]([CH:27]2[CH2:28][CH2:29][CH2:30][CH2:31][O:32]2)[c:8]2[cH:9][c:10]([NH:14][c:15]3[c:16]([C:21]([NH:22][CH2:23][C:24]#[CH:25])=[O:26])[cH:17][cH:18][cH:19][cH:20]3)[cH:11][cH:12][c:13]12.[CH3:50][c:51]1[cH:52][cH:53][cH:54][cH:55][cH:56]1.[Cl:33][CH2:34][Cl:35].[O-:36][C:37]([C:38]([F:39])([F:40])[F:41])=[O:42]>>[CH3:1][NH:2][C:3](=[O:4])[c:5]1[n:6][nH:7][c:8]2[cH:9][c:10]([NH:14][c:15]3[c:16]([C:21]([NH:22][CH2:23][C:24]#[CH:25])=[O:26])[cH:17][cH:18][cH:19][cH:20]3)[cH:11][cH:12][c:13]12. Reactants: ClC1=CC=CC(=C1C(=O)O)OC1=NC(=NC(=N1)OC)OC (6-chloro-2-(4,6-dimethoxy-1,3,5-triazin-2-yloxy)benzoic acid), [N+](=O)([O-])C1=CC=C(C=C1)O (4-nitrophenol), C1(CCCCC1)N=C=NC1CCCCC1 (dicyclohexylcarbodiimide). Solvent: C(Cl)Cl (methylene chloride). Yields the product ClC1=CC=CC(=C1C(=O)OC1=CC=C(C=C1)[N+](=O)[O-])OC1=NC(=NC(=N1)OC)OC (4-nitrophenyl 6-chloro-2-(4,6-dimethoxy-1,3,5-triazin-2-yloxy)benzoate). As a reaction SMILES: [Cl:1][C:2]1[C:7]([C:8]([OH:10])=[O:9])=[C:6]([O:11][C:12]2[N:17]=[C:16]([O:18][CH3:19])[N:15]=[C:14]([O:20][CH3:21])[N:13]=2)[CH:5]=[CH:4][CH:3]=1.[N+:22]([C:25]1[CH:30]=[CH:29][C:28](O)=[CH:27][CH:26]=1)([O-:24])=[O:23].C1(N=C=NC2CCCCC2)CCCCC1>C(Cl)Cl>[Cl:1][C:2]1[C:7]([C:8]([O:10][C:28]2[CH:29]=[CH:30][C:25]([N+:22]([O-:24])=[O:23])=[CH:26][CH:27]=2)=[O:9])=[C:6]([O:11][C:12]2[N:13]=[C:14]([O:20][CH3:21])[N:15]=[C:16]([O:18][CH3:19])[N:17]=2)[CH:5]=[CH:4][CH:3]=1. Procedure details: This compound is prepared in a manner analogous to that of Example 1, Step G, using equimolar amounts of 6-chloro-2-(4,6-dimethoxy-1,3,5-triazin-2-yloxy)benzoic acid, 4-nitrophenol, and dicyclohexylcarbodiimide in methylene chloride to yield 4-nitrophenyl 6-chloro-2-(4,6-dimethoxy-1,3,5-triazin-2-yloxy)benzoate. The reactants are O=C([O-])[O-], COc1ccc2nccc(C#C[Si](C)(C)C)c2n1, CO, [K+], [K+]. Product: C#Cc1ccnc2ccc(OC)nc12. As a reaction SMILES: [C:19](=[O:20])([O-:21])[O-:22].[CH3:1][O:2][c:3]1[n:4][c:5]2[c:6]([C:13]#[C:14][Si:15]([CH3:16])([CH3:17])[CH3:18])[cH:7][cH:8][n:9][c:10]2[cH:11][cH:12]1.[CH3:25][OH:26].[K+:23].[K+:24]>>[CH3:1][O:2][c:3]1[n:4][c:5]2[c:6]([C:13]#[CH:14])[cH:7][cH:8][n:9][c:10]2[cH:11][cH:12]1. The reactants are CC([O-])=S, CS(=O)(=O)OC1CCN(c2ccc([N+](=O)[O-])cc2)CC1, CS(C)=O, [K+], O. The product is CC(=O)SC1CCN(c2ccc([N+](=O)[O-])cc2)CC1. Reaction SMILES: [C:21]([CH3:22])(=[S:23])[O-:24].[CH3:1][S:2]([O:3][CH:6]1[CH2:7][CH2:8][N:9]([c:12]2[cH:13][cH:14][c:15]([N+:18](=[O:19])[O-:20])[cH:16][cH:17]2)[CH2:10][CH2:11]1)(=[O:4])=[O:5].[CH3:27][S:28]([CH3:29])=[O:30].[K+:25].[OH2:26]>>[CH:6]1([S:23][C:21]([CH3:22])=[O:24])[CH2:7][CH2:8][N:9]([c:12]2[cH:13][cH:14][c:15]([N+:18](=[O:19])[O-:20])[cH:16][cH:17]2)[CH2:10][CH2:11]1. Reactants: C1(=CC=CC=C1)C(C1CCNCC1)C1=CC=CC=C1 (4-diphenylmethylpiperidine), C([O-])([O-])=O.[K+].[K+] (potassium carbonate), C(CO)Br (Ethylene bromohydrin). The solvent is CN(C=O)C (N,N-dimethylformamide). Reaction conditions: time 4 hour. The product is C1(=CC=CC=C1)C(C1CCN(CC1)CCO)C1=CC=CC=C1 (4-diphenylmethyl-1-piperidineethanol). As a reaction SMILES: [CH2:1](Br)[CH2:2][OH:3].[C:5]1([CH:11]([C:18]2[CH:23]=[CH:22][CH:21]=[CH:20][CH:19]=2)[CH:12]2[CH2:17][CH2:16][NH:15][CH2:14][CH2:13]2)[CH:10]=[CH:9][CH:8]=[CH:7][CH:6]=1.C(=O)([O-])[O-].[K+].[K+]>CN(C)C=O>[C:5]1([CH:11]([C:18]2[CH:23]=[CH:22][CH:21]=[CH:20][CH:19]=2)[CH:12]2[CH2:13][CH2:14][N:15]([CH2:1][CH2:2][OH:3])[CH2:16][CH2:17]2)[CH:6]=[CH:7][CH:8]=[CH:9][CH:10]=1 |f:2.3.4|. Procedure details: Ethylene bromohydrin (0.37 ml) was added dropwise with stirring to a mixture of 4-diphenylmethylpiperidine (1 g), potassium carbonate powder (1.1 g) and N,N-dimethylformamide (10 ml), and the mixture was stirred at room temperature for 4 hours. The precipitate was filtered off and the filtrate was concentrated under reduced pressure, followed by addition of water and extraction with dichloromethane. The dichloromethane layer was washed with water and dried (MgSO4) and the solvent was distilled o... Reactants: CC(C)([C@@H]1CN(CC1)CC1=CC=CC=C1)NC(OC(C)(C)C)=O (1,1-dimethylethyl {1-methyl-1-[(3S)-1-(phenylmethyl)-3-pyrrolidinyl]ethyl}carbamate). The reagents and catalysts are [Pd] (Pd/C). Solvent: CO (MeOH). Reaction conditions: time 24 hour. Yields the product CC(C)([C@@H]1CNCC1)NC(OC(C)(C)C)=O (1,1-dimethylethyl {1-methyl-1-[(3S)-3-pyrrolidinyl]ethyl}carbamate). Isolated yield 114.3%. Reaction SMILES: [CH3:1][C:2]([NH:16][C:17](=[O:23])[O:18][C:19]([CH3:22])([CH3:21])[CH3:20])([C@H:4]1[CH2:8][CH2:7][N:6](CC2C=CC=CC=2)[CH2:5]1)[CH3:3]>CO.[Pd]>[CH3:3][C:2]([NH:16][C:17](=[O:23])[O:18][C:19]([CH3:22])([CH3:21])[CH3:20])([C@H:4]1[CH2:8][CH2:7][NH:6][CH2:5]1)[CH3:1]. Procedure: To a solution of 1,1-dimethylethyl {1-methyl-1-[(3S)-1-(phenylmethyl)-3-pyrrolidinyl]ethyl}carbamate (5.85 g, 18.4 mmol) in MeOH (100 mL) was added Pd/C (5 g, 10%). The suspension was hydrogenated at 50 psi of H using a Parr shaker. After 24 h, the mixture was filtered and washed several times with MeOH. The filtrate was concentrated to afford the title compound (4.8 g, quantit.) as an oil, which was used without further purification: LC/MS (ES) m/e 229 (M+H)+. The reactants are COC1=C(C(=O)O)C=CC(=N1)OC (2,6-dimethoxynicotinic acid), Cl.C(C)N=C=NCCCN(C)C (N-ethyl-N′-(3-dimethylaminopropyl)carbodiimide hydrochloride), NC1C(CC(CC1)OC(C)=O)C1=CC(=C(C=C1)OC)OCC (acetic acid (1RS,3RS,4RS)-4-amino-3-(3-ethoxy-4-methoxyphenyl)cyclohexyl ester), NC1C(CC(CC1)OC(C)=O)C1=CC(=C(C=C1)OC)OCC (acetic acid (1RS,3RS,4RS)-4-amino-3-(3-ethoxy-4-methoxyphenyl)cyclohexyl ester). The reagents and catalysts are CN(C1=CC=NC=C1)C (4-dimethylaminopyridine). Run in ClCCl (dichloromethane). Conditions: temperature 40 celsius, time 42 hour. The product is COC1=NC(=CC=C1C(=O)NC1C(CC(CC1)OC(C)=O)C1=CC(=C(C=C1)OC)OCC)OC (Acetic acid (1RS,3RS,4RS)-4-{[1-(2,6-dimethoxy-pyridin-3-yl)methanoyl]amino}-3-(3-ethoxy-4-methoxyphenyl)cyclohexyl ester). The yield is 102.6%. RXN SMILES: [CH3:1][O:2][C:3]1[N:11]=[C:10]([O:12][CH3:13])[CH:9]=[CH:8][C:4]=1[C:5]([OH:7])=O.Cl.C(N=C=NCCCN(C)C)C.[NH2:26][CH:27]1[CH2:32][CH2:31][CH:30]([O:33][C:34](=[O:36])[CH3:35])[CH2:29][CH:28]1[C:37]1[CH:42]=[CH:41][C:40]([O:43][CH3:44])=[C:39]([O:45][CH2:46][CH3:47])[CH:38]=1>CN(C)C1C=CN=CC=1.ClCCl>[CH3:1][O:2][C:3]1[C:4]([C:5]([NH:26][CH:27]2[CH2:32][CH2:31][CH:30]([O:33][C:34](=[O:36])[CH3:35])[CH2:29][CH:28]2[C:37]2[CH:42]=[CH:41][C:40]([O:43][CH3:44])=[C:39]([O:45][CH2:46][CH3:47])[CH:38]=2)=[O:7])=[CH:8][CH:9]=[C:10]([O:12][CH3:13])[N:11]=1 |f:1.2|. Reported procedure: 555 mg of 2,6-dimethoxynicotinic acid and 581 mg of N-ethyl-N′-(3-dimethylaminopropyl)carbodiimide hydrochloride are placed in a flask under nitrogen. 778 mg of acetic acid (1RS,3RS,4RS)-4-amino-3-(3-ethoxy-4-methoxyphenyl)cyclohexyl ester (compound B1) and 2 mg of 4-dimethylaminopyridine both as solution in dichloromethane are added and the solution stirred for 1 h at 40° C., than 42 h at room temperature. The reaction is quenched with 5 ml of water. After phase separation the organic layer is ...